Dataset: the Open Reaction Database (ORD), a public repository of structured organic reaction records. Task: describe an organic reaction: reactants, conditions, products, and yield Product: C(C)N(C[C@@H](C)NC(=O)C1=NNC(=C1Br)NC(C1=C(C=CC=C1)Cl)=O)CC ((R)-4-Bromo-5-(2-chloro-benzoylamino)-1H-pyrazole-3-carboxylic acid (2-diethylamino-1-methyl-ethyl)-amide). Procedure: The pyrazole acid, prepared as described in Procedure 8, was coupled with (R)—N,N-diethyl-1,2-propanediamine (prepared as shown in Procedure 2) using the method of Procedure 3. Reactants: N1N=CC=C1 (pyrazole), N1(CCCC1)C(CNC(=O)C1=NNC(=C1Br)NC(C1=C(C=CC=C1)Cl)=O)C (4-Bromo-5-(2-chloro-benzoylamino)-1H-pyrazole-3-carboxylic acid (2-pyrrolidin-1-yl-prop-1-yl)-amide). RXN SMILES: N1C=C[CH:3]=N1.[N:6]1([CH:11](C)[CH2:12][NH:13][C:14]([C:16]2[C:20]([Br:21])=[C:19]([NH:22][C:23](=[O:31])[C:24]3[CH:29]=[CH:28][CH:27]=[CH:26][C:25]=3[Cl:30])[NH:18][N:17]=2)=[O:15])[CH2:10][CH2:9][CH2:8][CH2:7]1>>[CH2:10]([N:6]([CH2:7][CH3:8])[CH2:11][C@H:12]([NH:13][C:14]([C:16]1[C:20]([Br:21])=[C:19]([NH:22][C:23](=[O:31])[C:24]2[CH:29]=[CH:28][CH:27]=[CH:26][C:25]=2[Cl:30])[NH:18][N:17]=1)=[O:15])[CH3:3])[CH3:9]. Reactants: CC1(COB(OC1)C=1C=CC(N(C1)C1=NC=CC=C1C#N)=O)C (5-(5,5-Dimethyl-[1,3,2]dioxaborinan-2-yl)-2-oxo-2H-[1,2′]bipyridinyl-3′-carbonitrile), BrC1=CN=C2N1N=CC(=N2)C(C)(C)O (2-(7-Bromoimidazo[1,2-b][1,2,4]triazin-3-yl)propan-2-ol), O1CCOCC1 (1,4-dioxane), C([O-])([O-])=O.[Na+].[Na+] (sodium carbonate). Reagents/catalysts: C=1C=CC(=CC1)[P](C=2C=CC=CC2)(C=3C=CC=CC3)[Pd]([P](C=4C=CC=CC4)(C=5C=CC=CC5)C=6C=CC=CC6)([P](C=7C=CC=CC7)(C=8C=CC=CC8)C=9C=CC=CC9)[P](C=1C=CC=CC1)(C=1C=CC=CC1)C=1C=CC=CC1 (tetrakis(triphenylphosphine)palladium(0)). Solvent: C(C)(=O)OCC (ethyl acetate). Reaction conditions: temperature 95 celsius. Product: OC(C)(C)C1=NC=2N(N=C1)C(=CN2)C=2C=CC(N(C2)C2=NC=CC=C2C#N)=O (5-[3-(1-Hydroxy-1-methylethyl)imidazo[1,2-b][1,2,4]triazin-7-yl]-2-oxo-2H-[1,2′]bipyridinyl-3′-carbonitrile). Reaction SMILES: CC1(C)COB([C:8]2[CH:9]=[CH:10][C:11](=[O:22])[N:12]([C:14]3[C:19]([C:20]#[N:21])=[CH:18][CH:17]=[CH:16][N:15]=3)[CH:13]=2)OC1.Br[C:25]1[N:29]2[N:30]=[CH:31][C:32]([C:34]([OH:37])([CH3:36])[CH3:35])=[N:33][C:28]2=[N:27][CH:26]=1.O1CCOCC1.C(=O)([O-])[O-].[Na+].[Na+]>C(OCC)(=O)C.C1C=CC([P]([Pd]([P](C2C=CC=CC=2)(C2C=CC=CC=2)C2C=CC=CC=2)([P](C2C=CC=CC=2)(C2C=CC=CC=2)C2C=CC=CC=2)[P](C2C=CC=CC=2)(C2C=CC=CC=2)C2C=CC=CC=2)(C2C=CC=CC=2)C2C=CC=CC=2)=CC=1>[OH:37][C:34]([C:32]1[CH:31]=[N:30][N:29]2[C:25]([C:8]3[CH:9]=[CH:10][C:11](=[O:22])[N:12]([C:14]4[C:19]([C:20]#[N:21])=[CH:18][CH:17]=[CH:16][N:15]=4)[CH:13]=3)=[CH:26][N:27]=[C:28]2[N:33]=1)([CH3:36])[CH3:35] |f:3.4.5,^1:59,61,80,99|. Procedure: To a degassed mixture of 5-(5,5-dimethyl-[1,3,2]dioxaborinan-2-yl)-2-oxo-2H-[1,2′]bipyridinyl-3′-cabonitrile (from step f), 2-(7-bromo-imidazo[1,2-b][1,2,4]triazin-3-yl)propan-2-ol (from step d) (0.23 g), dry 1,4-dioxane (5 ml), and 2 M aqueous sodium carbonate (3 ml), was added tetrakis(triphenylphosphine)palladium(0) (0.12 g). The mixture was heated at 95° C. under a nitrogen atmosphere for 24 h. After cooling to 25° C., the reaction was diluted with ethyl acetate, and the organic phase separa... The reactants are ClCC(=O)C=1C=C2CC(NC2=CC1)=O (5-Chloroacetyl-2-oxindole), O (water), ClCC(=O)Cl (chloroacetyl chloride), C(C)[SiH](CC)CC (triethylsilane). Run in FC(C(=O)O)(F)F (trifluoroacetic acid). Run at time 3 hour. The product is ClCCC=1C=C2CC(NC2=CC1)=O (5-(2-chloroethyl)-2-oxindole). The yield is 65.0%. As a reaction SMILES: [Cl:1][CH2:2][C:3]([C:5]1[CH:6]=[C:7]2[C:11](=[CH:12][CH:13]=1)[NH:10][C:9](=[O:14])[CH2:8]2)=O.ClCC(Cl)=O.C([SiH](CC)CC)C.O>FC(F)(F)C(O)=O>[Cl:1][CH2:2][CH2:3][C:5]1[CH:6]=[C:7]2[C:11](=[CH:12][CH:13]=1)[NH:10][C:9](=[O:14])[CH2:8]2. Reported procedure: 5-Chloroacetyl-2-oxindole (prepared by the same procedure used for the preparation of O-53, except starting from chloroacetyl chloride) (4.18 g) in 30 mL of trifluoroacetic acid in an ice bath was treated with 4.65 g of triethylsilane and stirred at room temperature for 3 hours. The mixture was poured into 150 mL of water and the precipitate collected by vacuum filtration, washed with 50 mL of water and dried to give 2.53 g (65% yield) of 5-(2-chloroethyl)-2-oxindole as a reddish-brown solid. The reactants are COC(C1=CC(=CC(=C1)O)OCOC)=O (5-hydroxy-3-methoxymethoxybenzoic acid methyl ester), NC1=NNC=C1 (3-amino-pyrazole), BrC=1C=CC(=NC1)S(=O)(=O)C (5-bromo-2-methanesulfonylpyridine), COC[C@@H](CC)O ((2R)-1-methoxy-2-hydroxybutane). Product: CS(=O)(=O)C1=CC=C(C=N1)OC=1C=C(C(=O)NC2=NNC=C2)C=C(C1)OC(CC)COC (3-(6-methanesulfonylpyridin-3-yloxy)-5-(1-methoxymethyl-propoxy)-N-(pyrazol-3-yl)benzamide). As a reaction SMILES: CO[C:3](=[O:15])[C:4]1[CH:9]=[C:8]([OH:10])[CH:7]=[C:6](OCOC)[CH:5]=1.Br[C:17]1[CH:18]=[CH:19][C:20]([S:23]([CH3:26])(=[O:25])=[O:24])=[N:21][CH:22]=1.[CH3:27][O:28][CH2:29][C@H:30]([OH:33])[CH2:31][CH3:32].[NH2:34][C:35]1[CH:39]=[CH:38][NH:37][N:36]=1>>[CH3:26][S:23]([C:20]1[N:21]=[CH:22][C:17]([O:10][C:8]2[CH:9]=[C:4]([CH:5]=[C:6]([O:33][CH:30]([CH2:29][O:28][CH3:27])[CH2:31][CH3:32])[CH:7]=2)[C:3]([NH:34][C:35]2[CH:39]=[CH:38][NH:37][N:36]=2)=[O:15])=[CH:18][CH:19]=1)(=[O:25])=[O:24]. Reported procedure: The compound of Production Example 135 was obtained as a colorless amorphous substance using 5-hydroxy-3-methoxymethoxybenzoic acid methyl ester, 5-bromo-2-methanesulfonylpyridine, (2R)-1-methoxy-2-hydroxybutane and 3-amino-pyrazole, by the same method as in Production Example 117, a corresponding method, or a combination thereof with an ordinary method. Reactants: ice, C(C)S (ethanethiol), [OH-].[Na+] (NaOH), OC1=CC=C(C=C1)CCSC(C(=O)O)CC1=CC=C(C=C1)CCOC1=CC=C(C=C1)OS(=O)(=O)C (racemic 2-{[2-(4-hydroxyphenyl)ethyl]thio}-3-[4-(2-{4-[(methylsulfonyl)oxy]phenoxy}ethyl)phenyl]propanoic acid), [Cl-].ClC=[N+](C)C (chloromethylene-dimethylammonium chloride). Solvent: P(=O)([O-])([O-])[O-] (phosphate), C(C)(=O)OCC (ethyl acetate). Reaction conditions: temperature 2.5 celsius, time 2.5 hour. Product: OC1=CC=C(C=C1)CCSC(C(SCC)=O)CC1=CC=C(C=C1)CCOC1=CC=C(C=C1)OS(=O)(=O)C (S-Ethyl 2-{[2-(4-hydroxyphenyl)ethyl]thio}-3-[4-(2-{4-[(methylsulfonyl)oxy]phenoxy}-ethyl)phenyl]propanethioate). Isolated yield 80.3%. Reaction SMILES: [OH:1][C:2]1[CH:7]=[CH:6][C:5]([CH2:8][CH2:9][S:10][CH:11]([CH2:15][C:16]2[CH:21]=[CH:20][C:19]([CH2:22][CH2:23][O:24][C:25]3[CH:30]=[CH:29][C:28]([O:31][S:32]([CH3:35])(=[O:34])=[O:33])=[CH:27][CH:26]=3)=[CH:18][CH:17]=2)[C:12](O)=[O:13])=[CH:4][CH:3]=1.[Cl-].ClC=[N+](C)C.[CH2:42]([SH:44])[CH3:43].[OH-].[Na+]>C(OCC)(=O)C.P([O-])([O-])([O-])=O>[OH:1][C:2]1[CH:7]=[CH:6][C:5]([CH2:8][CH2:9][S:10][CH:11]([CH2:15][C:16]2[CH:17]=[CH:18][C:19]([CH2:22][CH2:23][O:24][C:25]3[CH:26]=[CH:27][C:28]([O:31][S:32]([CH3:35])(=[O:33])=[O:34])=[CH:29][CH:30]=3)=[CH:20][CH:21]=2)[C:12](=[O:13])[S:44][CH2:42][CH3:43])=[CH:4][CH:3]=1 |f:1.2,4.5|. Procedure details: A solution of racemic 2-{[2-(4-hydroxyphenyl)ethyl]thio}-3-[4-(2-{4-[(methylsulfonyl)oxy]phenoxy}ethyl)phenyl]propanoic acid (45 g @ 80% strength, containing 8% wt/wt benzoic acid, 70 mmol) in ethyl acetate (225 mL, 5 vol) was cooled to 0-5° C. Solid chloromethylene-dimethylammonium chloride (Vilsmeier reagent @ 95% strength, 20.6 g, 161 mmol, 2.3 eq) was added in 4 equal portions over 1.5 hours maintaining a temperature of 0-5° C. The resulting turbid mixture was stirred at the same temperature... Reactants: C(CC[C@@H](C(=O)O)NC(=O)C1=CC=C(NCC=2CNC=3N=C(N)NC(=O)C3N2)C=C1)(=O)[O-] (dihydrofolate), NC1=NC(=C(C(=N1)N)C1=CC(=C(C=C1)Cl)Cl)C.CC1=C(C=CC2=C1C(=NC(=N2)N)N)CNC3=CC(=C(C(=C3)OC)OC)OC (2,4-diamino,5-(3',4'-dichlorophenyl),6-methylpyrimidine trimetrexate), 10-propargyl-5,8-dideazafolate, 10-ethyl,10-deazaaminopterin, C1C(CNC2=C1C(=O)N=C(N2)N)CCC3=CC=C(C=C3)C(=O)N[C@@H](CCC(=O)O)C(=O)O (5,10-dideazatetrahydrofolate), CN(CC=1C=NC2=C(N1)C(=NC(=N2)N)N)C=3C=CC(=CC3)C(=O)N[C@@H](CCC(=O)O)C(=O)O (methotrexate), C1=CC(=CC=C1C(=O)N[C@@H](CCC(=O)O)C(=O)O)NCC=2C=NC3=C(N2)C(=NC(=N3)N)N (aminopterin), CCC1=C(C(=NC(=N1)N)N)C=2C=CC(=CC2)Cl (pyrimethamine). Product: N1=C(N)NC(=O)C2=NC=CN=C12 (pterin). As a reaction SMILES: C([O-])(=O)CC[C@H](NC(C1C=CC(NC[C:17]2[CH2:18][NH:19][C:20]3[N:21]=[C:22]([NH:24][C:25]([C:27]=3[N:28]=2)=[O:26])[NH2:23])=CC=1)=O)C(O)=O.CN(C1C=CC(C(N[C@H](C(O)=O)CCC(O)=O)=O)=CC=1)CC1C=NC2N=C(N)N=C(N)C=2N=1.C1C(C(N[C@H](C(O)=O)CCC(O)=O)=O)=CC=C(NCC2C=NC3N=C(N)N=C(N)C=3N=2)C=1.NC1N=C(N)C(C2C=CC(Cl)=C(Cl)C=2)=C(C)N=1.CC1C2C(N)=NC(N)=NC=2C=CC=1CNC1C=C(OC)C(OC)=C(OC)C=1.CCC1N=C(N)N=C(N)C=1C1C=CC(Cl)=CC=1.C1C2C(N=C(N)NC=2NCC1CCC1C=CC(C(N[C@H](C(O)=O)CCC(O)=O)=O)=CC=1)=O>>[N:21]1[C:20]2[C:27](=[N:28][CH:17]=[CH:18][N:19]=2)[C:25](=[O:26])[NH:24][C:22]=1[NH2:23] |f:3.4|. Procedure details: When in the above examples, other dihydrofolate reductase inhibitors replace methotrexate, e.g. aminopterin or 10-propargyl-5,8-dideazafolate or 2,4-diamino,5-(3',4'-dichlorophenyl),6-methylpyrimidine trimetrexate, or pyrimethamine or trimethorprim or pyritrexim 5,10-dideazatetrahydrofolate or 10-ethyl,10-deazaaminopterin, similar results of pterin salvage pathway blocking are obtained. The reactants are COC=1C=C(C(=O)Cl)C=C(C1)OC (3,5-dimethoxybenzoyl chloride), N1C=C(C=C1)C(=O)OC (methyl pyrrole-3-carboxylate). The product is COC=1C=C(C(=O)C2=CC(=CN2)C(=O)OC)C=C(C1)OC (methyl 5-(3,5-dimethoxybenzoyl)pyrrole-3-carboxylate). RXN SMILES: [CH3:1][O:2][C:3]1[CH:4]=[C:5]([CH:9]=[C:10]([O:12][CH3:13])[CH:11]=1)[C:6](Cl)=[O:7].[NH:14]1[CH:18]=[CH:17][C:16]([C:19]([O:21][CH3:22])=[O:20])=[CH:15]1>>[CH3:1][O:2][C:3]1[CH:4]=[C:5]([CH:9]=[C:10]([O:12][CH3:13])[CH:11]=1)[C:6]([C:18]1[NH:14][CH:15]=[C:16]([C:19]([O:21][CH3:22])=[O:20])[CH:17]=1)=[O:7]. Procedure details: By the procedure of Example 64, but a 5 hour reaction time, 3,5-dimethoxybenzoyl chloride (4.0 g., 20 mmoles) was reacted with methyl pyrrole-3-carboxylate to yield, without recrystallization, methyl 5-(3,5-dimethoxybenzoyl)pyrrole-3-carboxylate (3.7 g., m.p. 115°-120° C., m/e 289).